From a dataset of the Open Reaction Database (ORD), a public repository of structured organic reaction records. describe an organic reaction: reactants, conditions, products, and yield Starting materials: ClCCC(=O)O (3-chloropropanoic acid), C1(=CC=CC=C1)P(C1=CC=CC=C1)C1=CC=CC=C1 (triphenylphosphine), C1(=CC=CC=C1)C (toluene). Product: [Cl-].C(=O)(O)CCC[P+](C1=CC=CC=C1)(C1=CC=CC=C1)C1=CC=CC=C1 ((3-Carboxypropyl)triphenylphosphonium chloride). The yield is 95.0%. Reaction SMILES: [Cl:1][CH2:2][CH2:3][C:4]([OH:6])=[O:5].[C:7]1([P:13]([C:20]2[CH:25]=[CH:24][CH:23]=[CH:22][CH:21]=2)[C:14]2[CH:19]=[CH:18][CH:17]=[CH:16][CH:15]=2)[CH:12]=[CH:11][CH:10]=[CH:9][CH:8]=1.[C:26]1(C)C=CC=CC=1>>[Cl-:1].[C:4]([CH2:3][CH2:2][CH2:26][P+:13]([C:7]1[CH:8]=[CH:9][CH:10]=[CH:11][CH:12]=1)([C:14]1[CH:19]=[CH:18][CH:17]=[CH:16][CH:15]=1)[C:20]1[CH:21]=[CH:22][CH:23]=[CH:24][CH:25]=1)([OH:6])=[O:5] |f:3.4|. Reported procedure: A solution of 1 g (9.2 mmol) of 3-chloropropanoic acid and 2.4 g (9.2 mmol) of triphenylphosphine was refluxed in 10 mL of toluene overnight. After cooling, the mixture was concentrated to give 3.25 g (95%) of the title compound. The reactants are Cl.C(C)OC(CN)=O (glycine ethyl ester hydrochloride), C(C1=CC=CC=C1)OC1=C(C=CC=C1)C1=CC(=NO1)C(=O)O (5-(2-benzyloxy-phenyl)-isoxazole-3-carboxylic acid), CCN(C(C)C)C(C)C (DIPEA), C=1C=CC2=C(C1)N=NN2O (HOBt), CCN=C=NCCCN(C)C.Cl (EDCI.HCl). Solvent: CN(C)C=O (DMF), O (water). Reaction conditions: time 8 hour. Yields the product C(C)OC(CNC(=O)C1=NOC(=C1)C1=C(C=CC=C1)OCC1=CC=CC=C1)=O ({[5-(2-benzyloxy-phenyl)-isoxazole-3-carbonyl]-amino}-acetic acid ethyl ester). Isolated yield 73.2%. As a reaction SMILES: [CH2:1]([O:8][C:9]1[CH:14]=[CH:13][CH:12]=[CH:11][C:10]=1[C:15]1[O:19][N:18]=[C:17]([C:20]([OH:22])=O)[CH:16]=1)[C:2]1[CH:7]=[CH:6][CH:5]=[CH:4][CH:3]=1.CCN(C(C)C)C(C)C.C1C=CC2N(O)N=NC=2C=1.CCN=C=NCCCN(C)C.Cl.Cl.[CH2:55]([O:57][C:58](=[O:61])[CH2:59][NH2:60])[CH3:56]>CN(C=O)C.O>[CH2:55]([O:57][C:58](=[O:61])[CH2:59][NH:60][C:20]([C:17]1[CH:16]=[C:15]([C:10]2[CH:11]=[CH:12][CH:13]=[CH:14][C:9]=2[O:8][CH2:1][C:2]2[CH:3]=[CH:4][CH:5]=[CH:6][CH:7]=2)[O:19][N:18]=1)=[O:22])[CH3:56] |f:3.4,5.6|. Procedure details: To a stirred solution of 5-(2-benzyloxy-phenyl)-isoxazole-3-carboxylic acid (0.7 g, 0.00237 mol) in DMF (4 mL) was added DIPEA (1.226 g, 0.00948 mol), HOBt (0.4 g, 0.0029 mol) and EDCI.HCl (0.57 g, 0.0029 mol) at ambient temperature. After 5 minutes glycine ethyl ester hydrochloride (0.347 g, 0.0024 8 mol) was added and the resulting mixture was stirred overnight. The reaction mixture was then diluted with cold water and the resulting precipitate was isolated by filtration. Purification by colum... Reactants: C(CCC)[Li] (butyllithium), BrC1=CC(=C(CNC(=O)OC(C)(C)C)C=C1)Cl (4-bromo-N-(tert-butoxycarbonyl)-2-chloro-benzylamine), CC(CC=O)(C)C (3,3-dimethylbutyraldehyde). Solvent: C(C)OCC (diethyl ether). Run at time 2 hour. Product: C(C)(C)(C)OC(=O)NCC1=C(C=C(C=C1)C(CC(C)(C)C)O)Cl (N-(tert-Butoxycarbonyl)-2-chloro-4-(1-hydroxy-3,3-dimethyl-butyl)-benzylamine). Isolated yield 0.1%. RXN SMILES: C([Li])CCC.Br[C:7]1[CH:21]=[CH:20][C:10]([CH2:11][NH:12][C:13]([O:15][C:16]([CH3:19])([CH3:18])[CH3:17])=[O:14])=[C:9]([Cl:22])[CH:8]=1.[CH3:23][C:24]([CH3:29])([CH3:28])[CH2:25][CH:26]=[O:27]>C(OCC)C>[C:16]([O:15][C:13]([NH:12][CH2:11][C:10]1[CH:20]=[CH:21][C:7]([CH:26]([OH:27])[CH2:25][C:24]([CH3:29])([CH3:28])[CH3:23])=[CH:8][C:9]=1[Cl:22])=[O:14])([CH3:19])([CH3:18])[CH3:17]. Procedure: Add butyllithium (11.7 mL, 18.65 mmol) to a solution of 4-bromo-N-(tert-butoxycarbonyl)-2-chloro-benzylamine (2.601 g, 8.11 mmol) in diethyl ether (86 mL) at −78° C. under nitrogen and stir for 2 h. Add 3,3-dimethylbutyraldehyde (1.868 g, 2.3 mL, 18.65 mmol), stir for 30 min at −78° C. and then warm to room temperature. Add water and extract twice the aqueous phase with EtOAc. Dry the combined organic extracts over Na2SO4, filter and concentrate in vacuo. Purify by chromatography on silica gel e...